describe an organic reaction: reactants, conditions, products, and yield From a dataset of the Open Reaction Database (ORD), a public repository of structured organic reaction records. Reactants: C(C)OC(CCCC1=NC=CN=C1)=O (4-Pyrazin-2-yl-butyric acid ethyl ester). Reagents/catalysts: [Pd] (Pd/C). Solvent: CCO (EtOH). Yields the product C1C2N(CCN1)C(CCC2)=O (Octahydro-pyrido[1,2-a]pyrazin-6-one). The yield is 57.3%. Reaction SMILES: C([O:3][C:4](=O)[CH2:5][CH2:6][CH2:7][C:8]1[CH:13]=[N:12][CH:11]=[CH:10][N:9]=1)C>[Pd].CCO>[CH2:13]1[NH:12][CH2:11][CH2:10][N:9]2[C:4](=[O:3])[CH2:5][CH2:6][CH2:7][CH:8]12. Procedure: 4-Pyrazin-2-yl-butyric acid ethyl ester (1 g, 5.14 mmol) was dissolved in abs. EtOH (50 ml) and hydrogenated over 10% Pd/C (200 mg) at 50 psi for 20 hours. After filtration, the solvent was removed under vacuum and the residue was purified by flash chromatography (DCM/MeOH/32% NH4OH from 95/5/0.5 to 90/10/1 respectively) to afford the title compound (454 mg, 57% yield). Product: C(C1=CC=CC=C1)OC(C1=CC=C(C=C1)OCCCC(C)C)=O (benzyl-4-isohexyloxybenzoate). As a reaction SMILES: [OH-].[K+].[OH:3][C:4]1[CH:19]=[CH:18][C:7]([C:8]([O:10][CH2:11][C:12]2[CH:17]=[CH:16][CH:15]=[CH:14][CH:13]=2)=[O:9])=[CH:6][CH:5]=1.Br[CH2:21][CH2:22][CH2:23][CH:24]([CH3:26])[CH3:25]>CS(C)=O>[CH2:11]([O:10][C:8](=[O:9])[C:7]1[CH:18]=[CH:19][C:4]([O:3][CH2:21][CH2:22][CH2:23][CH:24]([CH3:26])[CH3:25])=[CH:5][CH:6]=1)[C:12]1[CH:17]=[CH:16][CH:15]=[CH:14][CH:13]=1 |f:0.1|. The solvent is CS(=O)C (DMSO). Procedure: To a mixture of KOH (0.74 g) in DMSO(15 ml) were added benzyl 4-hydroxybenzoate(1.5 g) and 1-bromo-4-methylpentane(2.78 ml), then the mixture was refluxed for an hour. Then the reaction mixture was partitioned between a mixture of ethyl acetate and water. The separated organic layer was washed in turn water, 20% aqueous sodium carbonate solution and brine, dried over magnesium sulfate and concentrated in vacuo. The residue was purified by a silica gel column chromatography eluting with a mixture... Isolated yield 57.5%. The reactants are OC1=CC=C(C(=O)OCC2=CC=CC=C2)C=C1 (benzyl 4-hydroxybenzoate), BrCCCC(C)C (1-bromo-4-methylpentane), [OH-].[K+] (KOH). Reactants: BrC=1C=C(C=CC1)OC (3-bromoanisole), [NH2-].[Li+] (lithium amide), (CyPF-t-Bu)PdCl2, BrC=1C=C(C=CC1)OC (3-bromoanisole), [NH2-].[Li+] (lithium amide), CN(C)CCN(C)C (TMEDA). The reagents and catalysts are [Cl-].[Zn+2].[Cl-] (zinc chloride), [Cl-].[Zn+2].[Cl-] (zinc chloride). Run in COCCOC (DME). Product: COC=1C=C(N)C=CC1 (3-methoxyaniline). Reaction SMILES: Br[C:2]1[CH:3]=[C:4]([O:8][CH3:9])[CH:5]=[CH:6][CH:7]=1.[NH2-].[Li+].C[N:13](CCN(C)C)C>COCCOC.[Cl-].[Zn+2].[Cl-]>[CH3:9][O:8][C:4]1[CH:3]=[C:2]([CH:7]=[CH:6][CH:5]=1)[NH2:13] |f:1.2,5.6.7|. Reported procedure: The advantageous effect of adding zinc chloride to an amination reaction was demonstrated in the amination reaction of 3-bromoanisole, the results of which are summarized in Table 10. When 3-bromoanisole was reacted under the standard lithium amide amination conditions, using lithium amide (10 eq.) in the presence of (CyPF-t-Bu)PdCl2 (1 mol %) in DME gave a complicated mixture of products was obtained (Table 10, Entry 1). When conducted in the presence of zinc chloride and TMEDA, however, the re... Starting materials: O=C(Cl)C1CCC(C=C(Br)Br)CC1, CCCC1(CO)COC1, ClCCl, c1ccncc1. Product: CCCC1(COC(=O)C2CCC(C=C(Br)Br)CC2)COC1. Reaction SMILES: [Br:1][C:2](=[CH:3][CH:4]1[CH2:5][CH2:6][CH:7]([C:10](=[O:11])[Cl:12])[CH2:8][CH2:9]1)[Br:13].[CH2:14]([CH2:15][CH3:16])[C:17]1([CH2:21][OH:22])[CH2:18][O:19][CH2:20]1.[Cl:29][CH2:30][Cl:31].[cH:23]1[cH:24][cH:25][n:26][cH:27][cH:28]1>>[Br:1][C:2](=[CH:3][CH:4]1[CH2:5][CH2:6][CH:7]([C:10](=[O:11])[O:22][CH2:21][C:17]2([CH2:14][CH2:15][CH3:16])[CH2:18][O:19][CH2:20]2)[CH2:8][CH2:9]1)[Br:13]. The reactants are [Cl-].[NH4+] (ammonium chloride), BrCC#N (2-Bromoacetonitrile), C(C)N(C(C)C)C(C)C (N-ethyl-N-isopropylpropan-2-amine), C(C1=CC=CC=C1)SC(C[C@@H](C(=O)O)NC(CCC=C)=O)=O ((S)-4-(benzylthio)-4-oxo-2-(pent-4-enamido)butanoic acid). The solvent is CS(=O)C (DMSO). Reaction conditions: time 40 minute. Yields the product C(C1=CC=CC=C1)SC(C[C@@H](C(=O)OCC#N)NC(CCC=C)=O)=O ((S)-cyanomethyl 4-(benzylthio)-4-oxo-2-(pent-4-enamido)butanoate). Isolated yield 78.7%. Reaction SMILES: Br[CH2:2][C:3]#[N:4].C(N(C(C)C)C(C)C)C.[CH2:14]([S:21][C:22](=[O:35])[CH2:23][C@H:24]([NH:28][C:29](=[O:34])[CH2:30][CH2:31][CH:32]=[CH2:33])[C:25]([OH:27])=[O:26])[C:15]1[CH:20]=[CH:19][CH:18]=[CH:17][CH:16]=1.[Cl-].[NH4+]>CS(C)=O>[CH2:14]([S:21][C:22](=[O:35])[CH2:23][C@H:24]([NH:28][C:29](=[O:34])[CH2:30][CH2:31][CH:32]=[CH2:33])[C:25]([O:27][CH2:2][C:3]#[N:4])=[O:26])[C:15]1[CH:16]=[CH:17][CH:18]=[CH:19][CH:20]=1 |f:3.4|. Reported procedure: 2-Bromoacetonitrile (4.35 ml, 62.4 mmol) and N-ethyl-N-isopropylpropan-2-amine (0.651 ml, 3.74 mmol) were added to a solution of (S)-4-(benzylthio)-4-oxo-2-(pent-4-enamido)butanoic acid (Compound 1f-ID) (1.00 g, 3.12 mmol) in DMSO (4.35 ml), and the mixture was stirred at room temperature for 40 minutes. A saturated aqueous ammonium chloride solution (5 ml) was added to the reaction mixture, after which the mixture was extracted with ethyl acetate and the organic layer was washed with water. The... The product is C=C(C)C(=O)NC(=O)C(=O)OCC. Reactants: CCOC(=O)C(=O)Cl, C=C(C)C(N)=O, C1CCOC1. Reaction SMILES: [C:7](=[O:8])([C:9](=[O:10])[O:11][CH2:12][CH3:13])[Cl:14].[CH3:1][C:2](=[CH2:3])[C:4]([NH2:5])=[O:6].[O:15]1[CH2:16][CH2:17][CH2:18][CH2:19]1>>[CH3:1][C:2](=[CH2:3])[C:4]([NH:5][C:7](=[O:8])[C:9](=[O:10])[O:11][CH2:12][CH3:13])=[O:6].